Dataset: the Open Reaction Database (ORD), a public repository of structured organic reaction records. Task: describe an organic reaction: reactants, conditions, products, and yield Starting materials: Cl (hydrochloric acid), C(=O)O (formic acid), NNC(=O)N (semicarbazide), N2H4, NC(=O)N (urea). Reaction conditions: temperature 10 celsius. Product: NNC(=O)N (semicarbazide), N1=NC=NC1=O (1,2,4-triazol-5-one). Isolated yield 47.4%. As a reaction SMILES: [NH2:1][C:2]([NH2:4])=[O:3].Cl.C(O)=O.[NH2:9][NH:10][C:11]([NH2:13])=[O:12]>>[NH2:9][NH:10][C:11]([NH2:13])=[O:12].[N:4]1[C:2](=[O:3])[N:1]=[CH:11][N:10]=1. Procedure details: Aqueous semicarbazide free base feedstock (523.8 grams) was prepared from 64 percent N2H4 (4.18 moles) and urea (4.17 moles) by the method of Example 1. Thirty-seven percent hydrochloric acid (205.6 grams, 2.08 moles) and 90 percent formic acid (533.3 grams, 10.44 moles) were successively added to the aqueous semicarbazide free base. The mixture was heated to 107°-110° C. for four hours; a formic acid-H2O azeotrope distilled (610.5 grams), followed by H2O addition (160 ml) and resumption of stri...